Dataset: the Open Reaction Database (ORD), a public repository of structured organic reaction records. Task: describe an organic reaction: reactants, conditions, products, and yield The reactants are C([O-])([O-])=O.[K+].[K+] (Potassium carbonate), C1(CCCC1)N1C(C2=CC(=CC=C2CC1)O)=O (2-cyclopentyl-7-hydroxy-3,4-dihydroisoquinolin-1(2H)-one), BrCC=1C=C(C=CC1)B(O)O (3-(bromomethyl)phenylboronic acid). Run in CC(=O)C (acetone). Run at temperature 60 celsius, time 1 hour. The product is C1(=CC=CC=C1)B(O)O (phenylboronic acid). Isolated yield 215.3%. As a reaction SMILES: C(=O)([O-])[O-].[K+].[K+].C1(N2CCC3C(=CC(O)=CC=3)C2=O)CCCC1.BrC[C:26]1[CH:27]=[C:28]([B:32]([OH:34])[OH:33])[CH:29]=[CH:30][CH:31]=1>CC(C)=O>[C:28]1([B:32]([OH:34])[OH:33])[CH:29]=[CH:30][CH:31]=[CH:26][CH:27]=1 |f:0.1.2|. Procedure details: Potassium carbonate (0.166 g, 1.2 mmol) was added to a solution of 2-cyclopentyl-7-hydroxy-3,4-dihydroisoquinolin-1(2H)-one (0.235 g, 1 mmol) and 3-(bromomethyl)phenylboronic acid (0.257 g, 1.2 mmol) in acetone (10 mL). After stirring for 1 h at 60° C., the reaction mixture was cooled to room temperature and filtered and the filtrate was evaporated under reduced pressure to give crude 34(2-cyclopentyl-3-oxo-2,3-dihydrobenzo[d]isothiazol-6-yloxy)methyl)phenylboronic acid as a colorless solid (0.3... The reactants are Cl (hydrochloric acid), N(=O)[O-].[Na+] (sodium nitrite), NC=1C(=NC=CC1C(=O)N)C1=CC=C(C=C1)OC (3-amino-2-(4-methoxyphenyl)-4-pyridinecarboxamide). Run in O (water), C(C)(=O)O (acetic acid). Run at time 0.5 hour. The product is COC1=CC=C(C=C1)C1=NC=CC2=C1N=NNC2=O (8-(4-methoxyphenyl)pyrido[3,4-d]-1,2,3-triazin-4(3H)-one). The yield is 87.7%. Reaction SMILES: [NH2:1][C:2]1[C:3]([C:11]2[CH:16]=[CH:15][C:14]([O:17][CH3:18])=[CH:13][CH:12]=2)=[N:4][CH:5]=[CH:6][C:7]=1[C:8]([NH2:10])=[O:9].Cl.[N:20]([O-])=O.[Na+]>C(O)(=O)C.O>[CH3:18][O:17][C:14]1[CH:15]=[CH:16][C:11]([C:3]2[C:2]3[N:1]=[N:20][NH:10][C:8](=[O:9])[C:7]=3[CH:6]=[CH:5][N:4]=2)=[CH:12][CH:13]=1 |f:2.3|. Procedure details: 300 mg of 3-amino-2-(4-methoxyphenyl)-4-pyridinecarboxamide were stirred at 0° C. in 5 ml of glacial acetic acid and 1 ml of concentrated hydrochloric acid during the addition of 128 mg of sodium nitrite in 2 ml of water. The cooling bath was removed, 3 ml of water were added, the mixture was stirred for 0.5 hour and the precipitated product was removed by filtration. Recrystallization from aqueous dimethylformamide yielded 275 mg of 8-(4-methoxyphenyl)pyrido[3,4-d]-1,2,3-triazin-4(3H)-one as ye... Starting materials: C(=O)C=1C=C(CN(C(=O)C2=C(C=C(C(=C2)C(=O)O)C(=O)O)C(=O)O)[C@H]2CCCC3=CC=CC=C23)C=CC1 (5-({(3-formylbenzyl)[(1S)-1,2,3,4-tetrahydro-1-naphthalenyl]amino}carbonyl)-1,2,4-benzenetricarboxylic acid), C(C)(C)ON (O-isopropylhydroxylamine). Product: C(C)(C)ON=CC=1C=C(CN(C(=O)C2=C(C=C(C(=C2)C(=O)O)C(=O)O)C(=O)O)[C@H]2CCCC3=CC=CC=C23)C=CC1 (5-({{3-[(isopropoxyimino)methyl]benzyl}[(1S)-1,2,3,4-tetrahydro-1-naphthalenyl]amino}carbonyl)-1,2,4-benzenetricarboxylic acid). As a reaction SMILES: [CH:1]([C:3]1[CH:4]=[C:5]([CH:35]=[CH:36][CH:37]=1)[CH2:6][N:7]([C@@H:25]1[C:34]2[C:29](=[CH:30][CH:31]=[CH:32][CH:33]=2)[CH2:28][CH2:27][CH2:26]1)[C:8]([C:10]1[CH:15]=[C:14]([C:16]([OH:18])=[O:17])[C:13]([C:19]([OH:21])=[O:20])=[CH:12][C:11]=1[C:22]([OH:24])=[O:23])=[O:9])=O.[CH:38]([O:41][NH2:42])([CH3:40])[CH3:39]>>[CH:38]([O:41][N:42]=[CH:1][C:3]1[CH:4]=[C:5]([CH:35]=[CH:36][CH:37]=1)[CH2:6][N:7]([C@@H:25]1[C:34]2[C:29](=[CH:30][CH:31]=[CH:32][CH:33]=2)[CH2:28][CH2:27][CH2:26]1)[C:8]([C:10]1[CH:15]=[C:14]([C:16]([OH:18])=[O:17])[C:13]([C:19]([OH:21])=[O:20])=[CH:12][C:11]=1[C:22]([OH:24])=[O:23])=[O:9])([CH3:40])[CH3:39]. Procedure details: The product from Example 76E and O-isopropylhydroxylamine were processed as described in Example 76F to provide the title compound. Starting materials: Br[Mg]c1ccccc1, CC(C)CC1OC(c2ccc(Br)cc2)OC1=O, [Cl-], [Cl-], [Zn+2]. Product: CC(C)CC(OC(c1ccccc1)c1ccc(Br)cc1)C(=O)O. Reaction SMILES: [Br:18][Mg:19][c:20]1[cH:21][cH:22][cH:23][cH:24][cH:25]1.[Br:1][c:2]1[cH:3][cH:4][c:5]([CH:8]2[O:9][CH:10]([CH2:14][CH:15]([CH3:16])[CH3:17])[C:11](=[O:13])[O:12]2)[cH:6][cH:7]1.[Cl-:26].[Cl-:28].[Zn+2:27]>>[Br:1][c:2]1[cH:3][cH:4][c:5]([CH:8]([O:9][CH:10]([C:11]([OH:12])=[O:13])[CH2:14][CH:15]([CH3:16])[CH3:17])[c:20]2[cH:21][cH:22][cH:23][cH:24][cH:25]2)[cH:6][cH:7]1. The reactants are OCC(=O)C1=CC=CC=C1 (2-hydroxyacetophenone), C(CCC)(=O)Cl (butyryl chloride), C(C)OCC (diethyl ether). The solvent is N1=CC=CC=C1 (pyridine). Conditions: time 30 minute. Product: C(CCC)(=O)OC1=C(C=CC=C1)C(C)=O (2-Acetylphenyl butyrate). RXN SMILES: O[CH2:2][C:3]([C:5]1[CH:10]=[CH:9][CH:8]=[CH:7][CH:6]=1)=[O:4].[C:11](Cl)(=[O:15])[CH2:12][CH2:13][CH3:14].C([O:19]CC)C>N1C=CC=CC=1>[C:11]([O:15][C:10]1[CH:9]=[CH:8][CH:7]=[CH:6][C:5]=1[C:3](=[O:4])[CH3:2])(=[O:19])[CH2:12][CH2:13][CH3:14]. Reported procedure: A mixture of 50 g (367 mmol) of 2-hydroxyacetophenone and 47 g (440 mmol) of butyryl chloride in 100 ml of pyridine is stirred for 30 minutes, then diluted with diethyl ether and washed successively with water and aqueous hydrochloric acid. The organic phase is then dried over sodium sulfate, concentrated under reduced pressure and coevaporated 3 times with toluene. By chromatography of the residue on a silica column using a 0-30% mixture of ethyl acetate in cyclohexane, 72 g of product are obta... Reactants: C(=O)C1=C(C(=O)O)C=CC=C1 (2-formylbenzoic acid), C1(=CC=CC=C1)P(=C(C(=O)OCC)C)(C1=CC=CC=C1)C1=CC=CC=C1 (ethyl 2-(triphenylphosphanylidene)propionate). Run in CN(C=O)C (dimethylformamide). Run at temperature 20 celsius, time 1 hour. Product: C(C)OC(=O)C(=CC1=C(C(=O)O)C=CC=C1)C (2-(2-Ethoxycarbonylpropen-1-yl)benzoic acid). RXN SMILES: [CH:1]([C:3]1[CH:11]=[CH:10][CH:9]=[CH:8][C:4]=1[C:5]([OH:7])=[O:6])=O.C1(P(C2C=CC=CC=2)(C2C=CC=CC=2)=[C:19]([CH3:25])[C:20]([O:22][CH2:23][CH3:24])=[O:21])C=CC=CC=1>CN(C)C=O>[CH2:23]([O:22][C:20]([C:19]([CH3:25])=[CH:1][C:3]1[CH:11]=[CH:10][CH:9]=[CH:8][C:4]=1[C:5]([OH:7])=[O:6])=[O:21])[CH3:24]. Procedure details: A mixture of 5.0 g (33.3 mmol) of 2-formylbenzoic acid and 14.5 g (40.0 mmol) of ethyl 2-(triphenylphosphanylidene)propionate in 100 cm3 of dimethylformamide is stirred at a temperature in the region of 20° C. for 1 hour. After removal of the solvent, the residue is dissolved in dichloromethane and then extracted twice with sodium bicarbonate solution. The aqueous phases are combined, washed with dichloromethane and then acidified with aqueous 6N hydrochloric acid solution to a pH of between 1 a... The reactants are C(=O)(O)[O-].[Na+] (NaHCO3), N1=CC=CC=C1 (Pyridine), C(C1=CC=CC=C1)N1CC(OCCC1)CNC1=CC=CC=C1 ((4-Benzyl-1,4-oxazepan-2-ylmethyl)-phenyl Amine), C1(CC1)C(=O)Cl (cyclopropyl carbonyl chloride). Solvent: C(Cl)Cl (CH2Cl2), C(Cl)Cl (CH2Cl2). Reaction conditions: temperature 0 celsius. The product is C1(=CC=CC=C1)NC(=O)C1CC1 (N-phenylcyclopropanamide). RXN SMILES: N1C=CC=CC=1.C(N1CCCOC(C[NH:22][C:23]2[CH:28]=[CH:27][CH:26]=[CH:25][CH:24]=2)C1)C1C=CC=CC=1.[CH:29]1([C:32](Cl)=[O:33])[CH2:31][CH2:30]1.C([O-])(O)=O.[Na+]>C(Cl)Cl>[C:23]1([NH:22][C:32]([CH:29]2[CH2:31][CH2:30]2)=[O:33])[CH:28]=[CH:27][CH:26]=[CH:25][CH:24]=1 |f:3.4|. Procedure: Pyridine (3.64 mL, 45.0 mmol) was added to a solution of crude amine 80 (30.0 mmol) in CH2Cl2. The solution was cooled to 0° C. in an ice bath, then cyclopropyl carbonyl chloride (2.99 mL, 33.0 mmol) was added dropwise. The reaction was allowed to warm slowly to room temperature and stirred until the reaction was judged complete by TLC (3.25 h). CH2Cl2 and saturated NaHCO3 were added. The organic layer was removed and the aqueous layer extracted with CH2Cl2 (2×). The organic extracts were dried ...